This data is from the Open Reaction Database (ORD), a public repository of structured organic reaction records. The task is: describe an organic reaction: reactants, conditions, products, and yield The reactants are C(C=C)C1C(C=CC1(C)O)=O (2-allyl-3-hydroxy-3-methyl-4-cyclopentenone), C(C)(=O)OC(C)=O (acetic anhydride), C(C)(=O)OC(C)=O (acetic anhydride), resultant mixture. The reagents and catalysts are C1(=CC=C(C=C1)S(=O)(=O)O)C (p-toluenesulfonic acid). Product: C(C)(=O)OC1(C(C(C=C1)=O)CC=C)C (3-acetoxy-2-allyl-3-methyl-4-cyclopentenone). Isolated yield 95.9%. As a reaction SMILES: [CH2:1]([CH:4]1[C:8]([OH:10])([CH3:9])[CH:7]=[CH:6][C:5]1=[O:11])[CH:2]=[CH2:3].[C:12](OC(=O)C)(=[O:14])[CH3:13]>C1(C)C=CC(S(O)(=O)=O)=CC=1>[C:12]([O:10][C:8]1([CH3:9])[CH:7]=[CH:6][C:5](=[O:11])[CH:4]1[CH2:1][CH:2]=[CH2:3])(=[O:14])[CH3:13]. Reported procedure: lnto a flask equipped with a stirrer and a thermometer, dl-2-allyl-3-hydroxy-3-methyl-4-cyclopentenone (152 g), p-toluenesulfonic acid (1 g) and acetic anhydride (320 g) were charged, and the resultant mixture was stirred at 100° C. for 2 hours. After completion of the reaction, acetic anhydride was removed under reduced pressure, and the residue was extracted with toluene. The toluene layer was washed with 1% sodium bicarbonate solution and water in order. Toluene was removed from the toluene l... Yields the product C(C)NC1=C(C(=O)O)C=CC=N1 (2-Ethylamino-nicotinic acid). Procedure details: Potassium carbonate (9.21 g, 66.6 mmol) was added to a mixture of 2-chloronicotinic acid (5.0 g, 31.7 mol), ethylamine hydrochloride (5.18 g, 63.4 mmol) and copper (I) bromide (450 mg, 3.17 mmol) in N,N-dimethylformamide (50 ml), and the reaction heated at 100° C. for 1.5 hours, then cooled. The resulting solid was removed by filtration, and the filtrate evaporated under reduced pressure. The residual blue/green solid was triturated with acetone, and the resulting solid filtered off and dried in... Run in CN(C=O)C (N,N-dimethylformamide). The reagents and catalysts are [Cu]Br (copper (I) bromide). Run at temperature 100 celsius. The reactants are C([O-])([O-])=O.[K+].[K+] (Potassium carbonate), ClC1=C(C(=O)O)C=CC=N1 (2-chloronicotinic acid), Cl.C(C)N (ethylamine hydrochloride). RXN SMILES: C(=O)([O-])[O-].[K+].[K+].Cl[C:8]1[N:16]=[CH:15][CH:14]=[CH:13][C:9]=1[C:10]([OH:12])=[O:11].Cl.[CH2:18]([NH2:20])[CH3:19]>CN(C)C=O.[Cu]Br>[CH2:18]([NH:20][C:8]1[N:16]=[CH:15][CH:14]=[CH:13][C:9]=1[C:10]([OH:12])=[O:11])[CH3:19] |f:0.1.2,4.5|. The reactants are ClC(C1=CC=2C(CCC(C2C=C1)(C)C)(C)C)P(OCC)(OCC)=O (diethyl 1-chloro-1-(5,6,7,8-tetrahydro-5,5,8,8-tetramethylnaphth-2-yl)-methylphosphonate), C(=O)C1=CC=C(C=CC(=O)O)C=C1 (4-formylcinnamic acid), potassium tert.-butylate. Run in C(C)O (ethanol). Product: CC1(C=2C=CC(=CC2C(CC1)(C)C)C#CC1=CC=C(/C=C/C(=O)O)C=C1)C ((E)-4-[(5,6,7,8-Tetrahydro-5,5,8,8-tetramethylnaphth-2-yl)-ethynyl]-cinnamic acid). Yield: 39.3%. RXN SMILES: Cl[CH:2](P(=O)(OCC)OCC)[C:3]1[CH:12]=[CH:11][C:10]2[C:9]([CH3:14])([CH3:13])[CH2:8][CH2:7][C:6]([CH3:16])([CH3:15])[C:5]=2[CH:4]=1.[CH:25]([C:27]1[CH:37]=[CH:36][C:30]([CH:31]=[CH:32][C:33]([OH:35])=[O:34])=[CH:29][CH:28]=1)=O>C(O)C>[CH3:13][C:9]1([CH3:14])[CH2:8][CH2:7][C:6]([CH3:16])([CH3:15])[C:5]2[CH:4]=[C:3]([C:2]#[C:25][C:27]3[CH:37]=[CH:36][C:30](/[CH:31]=[CH:32]/[C:33]([OH:35])=[O:34])=[CH:29][CH:28]=3)[CH:12]=[CH:11][C:10]1=2. Reported procedure: Using a procedure similar to that described in Example 6b, 16.5 g (44 millimoles) of diethyl 1-chloro-1-(5,6,7,8-tetrahydro-5,5,8,8-tetramethylnaphth-2-yl)-methylphosphonate (about 85% strength), 7.8 g (44 millimoles) of 4-formylcinnamic acid and 15.5 g (137 millimoles) of potassium tert.-butylate were converted to 6.2 g (39%) of the title compound of melting point 256°-258° C. (from ethanol). Reactants: ClC(=O)N1C2=C(C(NC3=C1C=CC=C3)=O)C=CC=N2 (11-(chlorocarbonyl)-6,11-dihydro-5H-pyrido[2,3-b][1,5]benzodiazepin-5-one), C(CC)N(CCC)CC1N(CCCC1)CCN (2-[2-[(dipropylamino)methyl]-piperidin-1-yl]ethanamine). The solvent is C(C)#N (acetonitrile). Product: C(CC)N(CCC)CC1N(CCCC1)CCNC(=O)N1C2=C(C(NC3=C1C=CC=C3)=O)C=CC=N2 (6,11-Dihydro-11-[[[2-[2-[(dipropylamino)methyl]-piperidin-1-yl]ethyl]amino]carbonyl]-5H-pyrido[2,3-b][1,5]benzodiazepin-5-one). Isolated yield 66.0%. RXN SMILES: Cl[C:2]([N:4]1[C:10]2[CH:11]=[CH:12][CH:13]=[CH:14][C:9]=2[NH:8][C:7](=[O:15])[C:6]2[CH:16]=[CH:17][CH:18]=[N:19][C:5]1=2)=[O:3].[CH2:20]([N:23]([CH2:27][CH:28]1[CH2:33][CH2:32][CH2:31][CH2:30][N:29]1[CH2:34][CH2:35][NH2:36])[CH2:24][CH2:25][CH3:26])[CH2:21][CH3:22]>C(#N)C>[CH2:20]([N:23]([CH2:27][CH:28]1[CH2:33][CH2:32][CH2:31][CH2:30][N:29]1[CH2:34][CH2:35][NH:36][C:2]([N:4]1[C:10]2[CH:11]=[CH:12][CH:13]=[CH:14][C:9]=2[NH:8][C:7](=[O:15])[C:6]2[CH:16]=[CH:17][CH:18]=[N:19][C:5]1=2)=[O:3])[CH2:24][CH2:25][CH3:26])[CH2:21][CH3:22]. Procedure details: Prepared analogously to Example 2 from 11-(chlorocarbonyl)-6,11-dihydro-5H-pyrido[2,3-b][1,5]benzodiazepin-5-one and 2-[2-[(dipropylamino)methyl]-piperidin-1-yl]ethanamine in a yield of 66% of theory. Colourless crystals, m.p. 149°-151° C. (acetonitrile). Reactants: S(=O)(=O)(O)C(C(=O)Cl)C=1C=CC2=C(CCO2)C1 (Sulfo(2,3-dihydro-5-benzofuranyl)acetyl chloride), NC1C2SC(C(N2C1=O)C(=O)O)(C)C (6-amino-3,3-dimethyl-7-oxo-4-thia-1-azabicyclo[3.2.0]heptane-2-carboxylic acid), O (water). Run in CCOCC (ether), C([O-])(O)=O.[Na+] (sodium bicarbonate). Run at temperature 0 celsius, time 30 minute. The product is S(=O)(=O)(O)C(C(=O)NC1C2SC(C(N2C1=O)C(=O)O)(C)C)C=1C=CC2=C(CCO2)C1 (6-[[Sulfo(2,3-dihydro-5-benzofuranyl)acetyl]amino]-3,3-dimethyl-7-oxo-4-thia-1-azabicyclo[3.2.0]heptane-2-carboxylic acid). As a reaction SMILES: [S:1]([CH:5]([C:9]1[CH:10]=[CH:11][C:12]2[O:16][CH2:15][CH2:14][C:13]=2[CH:17]=1)[C:6](Cl)=[O:7])([OH:4])(=[O:3])=[O:2].[NH2:18][CH:19]1[C:25](=[O:26])[N:24]2[CH:20]1[S:21][C:22]([CH3:31])([CH3:30])[CH:23]2[C:27]([OH:29])=[O:28].O>CCOCC.C(=O)(O)[O-].[Na+]>[S:1]([CH:5]([C:9]1[CH:10]=[CH:11][C:12]2[O:16][CH2:15][CH2:14][C:13]=2[CH:17]=1)[C:6]([NH:18][CH:19]1[C:25](=[O:26])[N:24]2[CH:20]1[S:21][C:22]([CH3:31])([CH3:30])[CH:23]2[C:27]([OH:29])=[O:28])=[O:7])([OH:4])(=[O:3])=[O:2] |f:4.5|. Procedure: Sulfo(2,3-dihydro-5-benzofuranyl)acetyl chloride (5 mmole) in 10 ml of ether is added to 5 mmole of 6-amino-3,3-dimethyl-7-oxo-4-thia-1-azabicyclo[3.2.0]heptane-2-carboxylic acid dissolved in 10 ml of water containing 10 mmole of sodium bicarbonate. The temperature is maintained at about 0° C. during the addition. The reaction mixture is stirred for about 30 minutes at 0° C. The organic phase is separated from the aqueous phase. The pH of the aqueous phase is adjusted to 6.5 to 7.0. The aqueous ... The reactants are Cl.N1C=NCC(C1)C(=O)O (1,4,5,6-Tetrahydropyrimidine-5-carboxylic acid hydrochloride), CO (methanol), S(=O)(Cl)Cl (thionyl chloride). Yields the product Cl.COC(=O)C1CN=CNC1 (1,4,5,6-Tetrahydro-5-methoxycarbonylpyrimidine Hydrochloride). Isolated yield 60.0%. RXN SMILES: Cl.[NH:2]1[CH2:7][CH:6]([C:8]([OH:10])=[O:9])[CH2:5][N:4]=[CH:3]1.S(Cl)([Cl:13])=O.[CH3:15]O>>[ClH:13].[CH3:15][O:9][C:8]([CH:6]1[CH2:7][NH:2][CH:3]=[N:4][CH2:5]1)=[O:10] |f:0.1,4.5|. Procedure: 1,4,5,6-Tetrahydropyrimidine-5-carboxylic acid hydrochloride (6.34 g, 38.5 mmol) was dissolved in anhydrous methanol (200 ml) with stirring, and thionyl chloride (2.74 ml, 38.5 mmol) was added dropwise. The resulting solution was refluxed with stirring for 18 hours, then evaporated in vacuo to white solids. The crude product was recrystallized from anhydrous methanol to yield 4.12 g (60%) white crystals, mp 160°-164° C. Calculated: C 40.34, H 6.21, N 15.69; found: C 40.17, H 6.41, N 15.73.